This data is from the Open Reaction Database (ORD), a public repository of structured organic reaction records. The task is: describe an organic reaction: reactants, conditions, products, and yield Starting materials: [BH3-]C#N, CNC, CO, Cl, [Na+], [Na+], [OH-], O, O=Cc1cnc2[nH]ccc2c1. Product: CN(C)Cc1cnc2[nH]ccc2c1. RXN SMILES: [C:18]([BH3-:19])#[N:20].[CH3:13][NH:14][CH3:15].[CH3:22][OH:23].[ClH:12].[Na+:17].[Na+:21].[OH-:16].[OH2:24].[nH:1]1[cH:2][cH:3][c:4]2[c:5]1[n:6][cH:7][c:8]([CH:10]=[O:11])[cH:9]2>>[nH:1]1[cH:2][cH:3][c:4]2[c:5]1[n:6][cH:7][c:8]([CH2:10][N:14]([CH3:13])[CH3:15])[cH:9]2. Solvent: O (water), O (water), O (water). RXN SMILES: [Cl:1][C:2]1[N:3]=[N:4][C:5]([Cl:8])=[CH:6][CH:7]=1.[Cl:9][C:10]1([Cl:17])[CH2:12][C:11]1(C)[C:13](O)=O.S(=O)(=O)(O)O.S(OOS([O-])(=O)=O)([O-])(=O)=O.[NH4+].[NH4+].[OH-].[NH4+]>[N+]([O-])([O-])=O.[Ag+].O>[Cl:1][C:2]1[N:3]=[N:4][C:5]([Cl:8])=[CH:6][C:7]=1[C:11]1([CH3:13])[CH2:12][C:10]1([Cl:17])[Cl:9] |f:3.4.5,6.7,8.9|. The reagents and catalysts are [N+](=O)([O-])[O-].[Ag+] (silver nitrate). The product is ClC=1N=NC(=CC1C1(C(C1)(Cl)Cl)C)Cl (3,6-dichloro-4-(2,2-dichloro-1-methylcyclopropyl)pyridazine). Reaction conditions: time 15 minute. Procedure details: A 3.5 g. portion of 3,6-dichloropyridazine was slurried with 4.0 g. of 2,2-dichloro-1-methylcyclopropanecarboxylic acid, 15 ml. of water, 3.4 g. of concentrated sulfuric acid in 20 ml. of water, and 4.0 g. of silver nitrate, and the mixture was heated to 65° with rapid stirring. To it was added 11.9 g. of ammonium persulfate in 20 ml. of water, over 20 minutes, while the temperature was held at 70°-76°. The mixture was stirred 15 minutes after the addition and cooled to 10°. Its pH was adjusted ... Starting materials: ClC=1N=NC(=CC1)Cl (3,6-dichloropyridazine), [OH-].[NH4+] (ammonium hydroxide), S(=O)(=O)([O-])OOS(=O)(=O)[O-].[NH4+].[NH4+] (ammonium persulfate), ClC1(C(C1)(C(=O)O)C)Cl (2,2-dichloro-1-methylcyclopropanecarboxylic acid), S(O)(O)(=O)=O (sulfuric acid). The reactants are C(Cl)(Cl)Cl (chloroform), Cl (hydrogen chloride), CO (methanol), COC=1C=C(C#N)C=CC1OCC1=CC=C(C=C1)CN1C(C=2C(C1=O)=CC=CC2)=O (3-methoxy-4-(4 -phthalimidomethylbenzyloxy)benzonitrile). Reaction conditions: time 24 hour. The product is Cl.COC=1C=C(C(OC)=N)C=CC1OCC1=CC=C(C=C1)CN1C(C=2C(C1=O)=CC=CC2)=O (methyl 3-methoxy-4-(4-phthalimidomethylbenzyloxy)benzimidate hydrochloride). Reaction SMILES: C(Cl)(Cl)[Cl:2].Cl.[CH3:6][O:7][C:8]1[CH:9]=[C:10]([CH:13]=[CH:14][C:15]=1[O:16][CH2:17][C:18]1[CH:23]=[CH:22][C:21]([CH2:24][N:25]2[C:29](=[O:30])[C:28]3=[CH:31][CH:32]=[CH:33][CH:34]=[C:27]3[C:26]2=[O:35])=[CH:20][CH:19]=1)[C:11]#[N:12].[CH3:36][OH:37]>>[ClH:2].[CH3:6][O:7][C:8]1[CH:9]=[C:10]([CH:13]=[CH:14][C:15]=1[O:16][CH2:17][C:18]1[CH:19]=[CH:20][C:21]([CH2:24][N:25]2[C:29](=[O:30])[C:28]3=[CH:31][CH:32]=[CH:33][CH:34]=[C:27]3[C:26]2=[O:35])=[CH:22][CH:23]=1)[C:11](=[NH:12])[O:37][CH3:36] |f:4.5|. Reported procedure: To a mixture of 25 ml of chloroform and 50 ml of anhydrous methanol saturated with anhydrous hydrogen chloride while cooling in ice, was added 4.8 g of 3-methoxy-4-(4 -phthalimidomethylbenzyloxy)benzonitrile. The mixture was stirred at room temperature for 24 hours, then concentrated, and admixed with ethyl acetate to yield 3.4 g of colorless or pink solid methyl 3-methoxy-4-(4-phthalimidomethylbenzyloxy)benzimidate hydrochloride; m.p. 221°-222° C.